From a dataset of the Open Reaction Database (ORD), a public repository of structured organic reaction records. describe an organic reaction: reactants, conditions, products, and yield Yields the product CC(C)(C)c1ccc(C(=O)c2ccc(O)cc2)cc1. Reaction SMILES: [CH3:1][O:2][c:3]1[cH:4][cH:5][c:6]([C:9](=[O:10])[c:11]2[cH:12][cH:13][c:14]([C:17]([CH3:18])([CH3:19])[CH3:20])[cH:15][cH:16]2)[cH:7][cH:8]1.[CH3:21][S-:22].[CH3:24][N:25]([CH3:26])[CH:27]=[O:28].[Na+:23]>>[OH:2][c:3]1[cH:4][cH:5][c:6]([C:9](=[O:10])[c:11]2[cH:12][cH:13][c:14]([C:17]([CH3:18])([CH3:19])[CH3:20])[cH:15][cH:16]2)[cH:7][cH:8]1. Reactants: COc1ccc(C(=O)c2ccc(C(C)(C)C)cc2)cc1, C[S-], CN(C)C=O, [Na+].